From a dataset of the Open Reaction Database (ORD), a public repository of structured organic reaction records. describe an organic reaction: reactants, conditions, products, and yield Reactants: Cl (HCl), C(C1=CC=CC=C1)OCC1(CCN(CC1)C(=O)OC(C)(C)C)C(NC1=CC(=CC=C1)OC(N(C)C)=O)=O (tert-butyl 4-(benzyloxymethyl)-4-(3-(dimethylcarbamoyloxy)-phenylcarbamoyl)piperidine-1-carboxylate), C(=O)(O)[O-].[Na+] (NaHCO3). The solvent is C(C)(C)O (isopropanol). Reaction conditions: time 2 hour. Yields the product CN(C(OC1=CC(=CC=C1)NC(=O)C1(CCNCC1)COCC1=CC=CC=C1)=O)C (3-(4-(benzyloxymethyl)piperidine-4-carboxamido)phenyl dimethylcarbamate). Isolated yield 99.2%. RXN SMILES: [CH2:1]([O:8][CH2:9][C:10]1([C:23](=[O:37])[NH:24][C:25]2[CH:30]=[CH:29][CH:28]=[C:27]([O:31][C:32](=[O:36])[N:33]([CH3:35])[CH3:34])[CH:26]=2)[CH2:15][CH2:14][N:13](C(OC(C)(C)C)=O)[CH2:12][CH2:11]1)[C:2]1[CH:7]=[CH:6][CH:5]=[CH:4][CH:3]=1.Cl.C([O-])(O)=O.[Na+]>C(O)(C)C>[CH3:34][N:33]([CH3:35])[C:32](=[O:36])[O:31][C:27]1[CH:28]=[CH:29][CH:30]=[C:25]([NH:24][C:23]([C:10]2([CH2:9][O:8][CH2:1][C:2]3[CH:3]=[CH:4][CH:5]=[CH:6][CH:7]=3)[CH2:11][CH2:12][NH:13][CH2:14][CH2:15]2)=[O:37])[CH:26]=1 |f:2.3|. Procedure details: tert-Butyl 4-(benzyloxymethyl)-4-(3-(dimethylcarbamoyloxy)phenylcarbamoyl)piperidine-1-carboxylate from step C (0.25 g, 0.49 mmol) was dissolved in isopropanol, treated with 4 N HCl, and stirred for two hours. The reaction mixture was adjusted to pH 7-8 with NaHCO3, and then extracted with Et2O. The organic extracts were concentrated under vacuum to give the title compound (0.2 g, 100%). MS (ES+) [M+H]+=412.